From a dataset of the Open Reaction Database (ORD), a public repository of structured organic reaction records. describe an organic reaction: reactants, conditions, products, and yield Starting materials: BrBr (bromine), CN1N=C(CCC1=O)C1=CC=C(C=C1)N1C=NC=C1 (4,5-dihydro-2-methyl-6-[4-(1H-imidazol-1-yl)phenyl]-3(2H)-pyridazinone), OCCN1N=C(CCC1=O)C1=CC=C(C=C1)N1C=NC=C1 (4,5-dihydro-2-[2-hydroxyethyl]-6-[4-(1H-imidazol-1-yl)phenyl]-3(2H)-pyridazinone). Run in C(C)(=O)O (acetic acid). Product: CN1N=C(C=CC1=O)C1=CC=C(C=C1)N1C=NC=C1 (2-methyl-6-[4-(1H-imidazol-1-yl)phenyl]-3(2H)-pyridazinone), OCCN1N=C(C=CC1=O)C1=CC=C(C=C1)N1C=NC=C1 (2-[2-hydroxyethyl]-6-[4-(1H-imidazol-1-yl)phenyl]-3(2H)-pyridazinone). RXN SMILES: [CH3:1][N:2]1[C:7](=[O:8])[CH2:6][CH2:5][C:4]([C:9]2[CH:14]=[CH:13][C:12]([N:15]3[CH:19]=[CH:18][N:17]=[CH:16]3)=[CH:11][CH:10]=2)=[N:3]1.[OH:20][CH2:21][CH2:22][N:23]1[C:28](=[O:29])[CH2:27][CH2:26][C:25]([C:30]2[CH:35]=[CH:34][C:33]([N:36]3[CH:40]=[CH:39][N:38]=[CH:37]3)=[CH:32][CH:31]=2)=[N:24]1.BrBr>C(O)(=O)C>[CH3:1][N:2]1[C:7](=[O:8])[CH:6]=[CH:5][C:4]([C:9]2[CH:10]=[CH:11][C:12]([N:15]3[CH:19]=[CH:18][N:17]=[CH:16]3)=[CH:13][CH:14]=2)=[N:3]1.[OH:20][CH2:21][CH2:22][N:23]1[C:28](=[O:29])[CH:27]=[CH:26][C:25]([C:30]2[CH:31]=[CH:32][C:33]([N:36]3[CH:40]=[CH:39][N:38]=[CH:37]3)=[CH:34][CH:35]=2)=[N:24]1. Reported procedure: Using the procedure of this Example, reaction of 4,5-dihydro-2-methyl-6-[4-(1H-imidazol-1-yl)phenyl]-3(2H)-pyridazinone and 4,5-dihydro-2-[2-hydroxyethyl]-6-[4-(1H-imidazol-1-yl)phenyl]-3(2H)-pyridazinone with bromine in acetic acid gives 2-methyl-6-[4-(1H-imidazol-1-yl)phenyl]-3(2H)-pyridazinone and 2-[2-hydroxyethyl]-6-[4-(1H-imidazol-1-yl)phenyl]-3(2H)-pyridazinone respectively. Starting materials: BrC=1C2=CC=CC=C2C=C2C=CC=CC12 (9-bromoanthracene), FC(C1=CC=C(C=C1)B(O)O)(F)F (4-trifluoromethylphenylboronic acid), C1(=C(C=CC=C1)P(C1=C(C=CC=C1)C)C1=C(C=CC=C1)C)C (tri(o-tolyl)phosphine), palladium acetate(II), C([O-])([O-])=O.[K+].[K+] (potassium carbonate). The solvent is COCCOC (ethylene glycol dimethyl ether). Product: FC(C1=CC=C(C=C1)C=1C2=CC=CC=C2C=C2C=CC=CC12)(F)F (9-(4-trifluoromethylphenyl)anthracene). RXN SMILES: Br[C:2]1[C:3]2[C:8]([CH:9]=[C:10]3[C:15]=1[CH:14]=[CH:13][CH:12]=[CH:11]3)=[CH:7][CH:6]=[CH:5][CH:4]=2.[F:16][C:17]([F:28])([F:27])[C:18]1[CH:23]=[CH:22][C:21](B(O)O)=[CH:20][CH:19]=1.C1(C)C=CC=CC=1P(C1C=CC=CC=1C)C1C=CC=CC=1C.C(=O)([O-])[O-].[K+].[K+]>COCCOC>[F:16][C:17]([F:28])([F:27])[C:18]1[CH:23]=[CH:22][C:21]([C:2]2[C:3]3[C:8]([CH:9]=[C:10]4[C:15]=2[CH:14]=[CH:13][CH:12]=[CH:11]4)=[CH:7][CH:6]=[CH:5][CH:4]=3)=[CH:20][CH:19]=1 |f:3.4.5|. Reported procedure: 5.1 g (20 mmol) of 9-bromoanthracene, 3.8 g (20 mmol) of 4-trifluoromethylphenylboronic acid, and 244 mg (0.8 mmol) of tri(o-tolyl)phosphine were put into a 100-mL three-neck flask, and nitrogen substitution in the system was carried out. 20 mL of ethylene glycol dimethyl ether (DME) was added to this mixture, and the mixture was stirred under reduced pressure and degassed. After that, 45 mg (0.20 mmol) of palladium acetate(II) and 10 mL (2.0 mol/L) of a potassium carbonate solution were added. ... The product is CCOC(=O)CCC1CCN(C2CCN(C(=O)C(Cc3cc(Cl)c(N)c(C(F)(F)F)c3)OC(=O)N3CCC(N4CCc5ccccc5NC4=O)CC3)CC2)CC1. Reaction SMILES: [N:39]1([CH:52]2[CH2:53][CH2:54][NH:55][CH2:56][CH2:57]2)[CH2:40][CH2:41][CH:42]([CH2:45][CH2:46][C:47](=[O:48])[O:49][CH2:50][CH3:51])[CH2:43][CH2:44]1.[O:1]=[C:2]1[NH:3][c:4]2[c:5]([cH:35][cH:36][cH:37][cH:38]2)[CH2:6][CH2:7][N:8]1[CH:9]1[CH2:10][CH2:11][N:12]([C:15](=[O:16])[O:17][CH:18]([CH2:19][c:20]2[cH:21][c:22]([Cl:31])[c:23]([NH2:30])[c:24]([C:26]([F:27])([F:28])[F:29])[cH:25]2)[C:32](=[O:33])[OH:34])[CH2:13][CH2:14]1>>[O:1]=[C:2]1[NH:3][c:4]2[c:5]([cH:35][cH:36][cH:37][cH:38]2)[CH2:6][CH2:7][N:8]1[CH:9]1[CH2:10][CH2:11][N:12]([C:15](=[O:16])[O:17][CH:18]([CH2:19][c:20]2[cH:21][c:22]([Cl:31])[c:23]([NH2:30])[c:24]([C:26]([F:27])([F:28])[F:29])[cH:25]2)[C:32](=[O:34])[N:55]2[CH2:54][CH2:53][CH:52]([N:39]3[CH2:40][CH2:41][CH:42]([CH2:45][CH2:46][C:47](=[O:48])[O:49][CH2:50][CH3:51])[CH2:43][CH2:44]3)[CH2:57][CH2:56]2)[CH2:13][CH2:14]1. Starting materials: CCOC(=O)CCC1CCN(C2CCNCC2)CC1, Nc1c(Cl)cc(CC(OC(=O)N2CCC(N3CCc4ccccc4NC3=O)CC2)C(=O)O)cc1C(F)(F)F.